From a dataset of the Open Reaction Database (ORD), a public repository of structured organic reaction records. describe an organic reaction: reactants, conditions, products, and yield Reactants: CC(C)(C)[O-], CN(C)C=O, CC(=O)O, Cc1c(Br)ccc(S(C)(=O)=O)c1C, [K+], CCCCON=O, O. Product: Cc1c(Br)ccc(S(C)(=O)=O)c1C=NO. Reaction SMILES: [CH3:21][C:22]([CH3:23])([O-:24])[CH3:25].[CH3:28][N:29]([CH3:30])[CH:31]=[O:32].[CH3:33][C:34](=[O:35])[OH:36].[CH3:8][c:9]1[c:10]([Br:20])[cH:11][cH:12][c:13]([S:16](=[O:17])(=[O:18])[CH3:19])[c:14]1[CH3:15].[K+:26].[N:1](=[O:2])[O:3][CH2:4][CH2:5][CH2:6][CH3:7].[OH2:27]>>[N:1]([OH:2])=[CH:15][c:14]1[c:9]([CH3:8])[c:10]([Br:20])[cH:11][cH:12][c:13]1[S:16](=[O:17])(=[O:18])[CH3:19]. Reactants: C(C)OC(NC=1C(=C2CCC(C2=CC1)=O)[N+](=O)[O-])=O ((4-nitro-1-oxo-indan-5-yl)-carbamic acid ethyl ester), FC1=CC=C(N)C=C1 (4-fluoroaniline), [B][B][B][B][B][B][B][B][B][B] (decaborane). Run in CO (methanol). Reaction conditions: time 8 hour. The product is C(C)OC(NC=1C(=C2CCC(C2=CC1)NC1=CC=C(C=C1)F)[N+](=O)[O-])=O ([4-Nitro-1-(4-fluoro-phenylamino)-indan-5-yl]-carbamic acid ethyl ester). Yield: 83.5%. As a reaction SMILES: [CH2:1]([O:3][C:4](=[O:19])[NH:5][C:6]1[C:7]([N+:16]([O-:18])=[O:17])=[C:8]2[C:12](=[CH:13][CH:14]=1)[C:11](=O)[CH2:10][CH2:9]2)[CH3:2].[F:20][C:21]1[CH:27]=[CH:26][C:24]([NH2:25])=[CH:23][CH:22]=1.[B][B][B][B][B][B][B][B][B][B]>CO>[CH2:1]([O:3][C:4](=[O:19])[NH:5][C:6]1[C:7]([N+:16]([O-:18])=[O:17])=[C:8]2[C:12](=[CH:13][CH:14]=1)[CH:11]([NH:25][C:24]1[CH:26]=[CH:27][C:21]([F:20])=[CH:22][CH:23]=1)[CH2:10][CH2:9]2)[CH3:2] |^3:27,36,^1:28,29,30,31,32,33,34,35|. Procedure details: A mixture of (4-nitro-1-oxo-indan-5-yl)-carbamic acid ethyl ester (0.47 g, 1.8 mmol), 4-fluoroaniline (0.24 g, 2.2 mmol), and decaborane (200 mg) in 20 ml of anhydrous methanol was stirred at room temperature overnight. The solvent was removed in vacuo and the residue was purified by chromatography using a mixture of hexane/EtOAc (5:1) as eluant to give a pure product (0.54 g, 83%).